Dataset: the Open Reaction Database (ORD), a public repository of structured organic reaction records. Task: describe an organic reaction: reactants, conditions, products, and yield The reactants are CCO, CC1(C)CCCC1=O, O=Cc1ccc(Cl)cc1, [Na+], [OH-]. Product: CC1(C)CCC(=Cc2ccc(Cl)cc2)C1=O. As a reaction SMILES: [CH3:20][CH2:21][OH:22].[CH3:3][C:4]1([CH3:10])[C:5](=[O:9])[CH2:6][CH2:7][CH2:8]1.[Cl:11][c:12]1[cH:13][cH:14][c:15]([CH:16]=[O:17])[cH:18][cH:19]1.[Na+:2].[OH-:1]>>[CH3:3][C:4]1([CH3:10])[C:5](=[O:9])[C:6](=[CH:16][c:15]2[cH:14][cH:13][c:12]([Cl:11])[cH:19][cH:18]2)[CH2:7][CH2:8]1. Reported procedure: A solution of ethyl 1-[2-(1,3-dioxo-1,3-dihydro-2H-isoindol-2-yl)ethyl]-7-[(4-fluorophenyl)methyl]-4-hydroxy-2-oxo-1,2-dihydro-1,5-naphthyridine-3-carboxylate (0.025 g, 0.049 mmol) in EtOH (1 mL) under nitrogen was treated with 3-amino-2,2-dimethyl-1-propanol (0.008 mL, 0.078 mmol) for 20 min. (160° C. in a microwave vessel. The reaction was further microwaved for 40 min.@160° C., cooled to ambient temperature, and the resulting suspension was filtered, washed with EtOH and then thoroughly dried... Product: O=C1N(C(C2=CC=CC=C12)=O)CCN1C(C(=C(C2=NC=C(C=C12)CC1=CC=C(C=C1)F)O)C(=O)NCC(CO)(C)C)=O (1-[2-(1,3-dioxo-1,3-dihydro-2H-isoindol-2-yl)ethyl]-7-[(4-fluorophenyl)methyl]-4-hydroxy-N-(3-hydroxy-2,2-dimethylpropyl)-2-oxo-1,2-dihydro-1,5-naphthyridine-3-carboxamide). The solvent is CCO (EtOH). The reactants are O=C1N(C(C2=CC=CC=C12)=O)CCN1C(C(=C(C2=NC=C(C=C12)CC1=CC=C(C=C1)F)O)C(=O)OCC)=O (ethyl 1-[2-(1,3-dioxo-1,3-dihydro-2H-isoindol-2-yl)ethyl]-7-[(4-fluorophenyl)methyl]-4-hydroxy-2-oxo-1,2-dihydro-1,5-naphthyridine-3-carboxylate), NCC(CO)(C)C (3-amino-2,2-dimethyl-1-propanol). As a reaction SMILES: [O:1]=[C:2]1[C:10]2[C:5](=[CH:6][CH:7]=[CH:8][CH:9]=2)[C:4](=[O:11])[N:3]1[CH2:12][CH2:13][N:14]1[C:23]2[C:18](=[N:19][CH:20]=[C:21]([CH2:24][C:25]3[CH:30]=[CH:29][C:28]([F:31])=[CH:27][CH:26]=3)[CH:22]=2)[C:17]([OH:32])=[C:16]([C:33](OCC)=[O:34])[C:15]1=[O:38].[NH2:39][CH2:40][C:41]([CH3:45])([CH3:44])[CH2:42][OH:43]>CCO>[O:1]=[C:2]1[C:10]2[C:5](=[CH:6][CH:7]=[CH:8][CH:9]=2)[C:4](=[O:11])[N:3]1[CH2:12][CH2:13][N:14]1[C:23]2[C:18](=[N:19][CH:20]=[C:21]([CH2:24][C:25]3[CH:30]=[CH:29][C:28]([F:31])=[CH:27][CH:26]=3)[CH:22]=2)[C:17]([OH:32])=[C:16]([C:33]([NH:39][CH2:40][C:41]([CH3:45])([CH3:44])[CH2:42][OH:43])=[O:34])[C:15]1=[O:38]. The reactants are Cl (hydrochloric acid), FC(C(F)(F)F)(CCCCCCO)F (6-(perfluoroethyl)hexanol), N1=CC=CC=C1 (pyridine), C1(=CC=C(C=C1)S(=O)(=O)Cl)C (p-toluene-sulfonyl chloride). The solvent is O (water). Yields the product C1(=CC=C(C=C1)S(=O)(=O)OCCCCCCC(C(F)(F)F)(F)F)C (6-(perfluoroethyl)hexyl p-toluenesulfonate). The yield is 73.3%. RXN SMILES: [F:1][C:2]([F:14])([CH2:7][CH2:8][CH2:9][CH2:10][CH2:11][CH2:12][OH:13])[C:3]([F:6])([F:5])[F:4].N1C=CC=CC=1.[C:21]1([CH3:31])[CH:26]=[CH:25][C:24]([S:27](Cl)(=[O:29])=[O:28])=[CH:23][CH:22]=1.Cl>O>[C:21]1([CH3:31])[CH:26]=[CH:25][C:24]([S:27]([O:13][CH2:12][CH2:11][CH2:10][CH2:9][CH2:8][CH2:7][C:2]([F:14])([F:1])[C:3]([F:5])([F:4])[F:6])(=[O:29])=[O:28])=[CH:23][CH:22]=1. Procedure: Into a reaction vessel, 5.00 g (22.7 mmol) of 6-(perfluoroethyl)hexanol (1) and 6.3 ml of pyridine were placed, and 5.21 g (27.3 mmol) of p-toluene-sulfonyl chloride was added little by little thereto under stirring and cooling with ice. After the addition, the system was stirred for 6 hours. The reaction product was poured into iced water, acidified by addition of 6 ml of hydrochloric acid and then extracted with chloroform. The organic layer was washed with salt water and dried with sodium sul... Starting materials: Oc1ccccc1Cc1ccccc1, CO, [I-], [Na+], [Na+], [OH-], O. Yields the product Oc1ccc(I)cc1Cc1ccccc1. As a reaction SMILES: [CH2:1]([c:2]1[cH:3][cH:4][cH:5][cH:6][cH:7]1)[c:8]1[c:9]([OH:14])[cH:10][cH:11][cH:12][cH:13]1.[CH3:19][OH:20].[I-:16].[Na+:15].[Na+:18].[OH-:17].[OH2:21]>>[CH2:1]([c:2]1[cH:3][cH:4][cH:5][cH:6][cH:7]1)[c:8]1[c:9]([OH:14])[cH:10][cH:11][c:12]([I:16])[cH:13]1. Starting materials: [Bi](Cl)(Cl)Cl (bismuth chloride), [Al] (aluminum), [N+](=O)([O-])C1=CC=C(COC(=O)C2C(S([C@H]3N2C(C3(Br)Br)=O)=O)(C)C)C=C1 (6,6-dibromo-2,2-dimethylpenam-3-carboxylic acid 1-oxide p-nitrobenzyl ester), [N+](=O)([O-])C1=CC=C(COC(=O)C2C(S([C@H]3N2C(C3(Br)Br)=O)=O)(C)C)C=C1 (6,6-dibromo-2,2-dimethylpenam-3-carboxylic acid 1-oxide p-nitrobenzyl ester), C1(=CC=CC=C1)C(C1=CC=CC=C1)OC(=O)C1C(S([C@H]2N1C(C2(Br)Br)=O)=O)(C)C (6,6-dibromo-2,2-dimethylpenam-3-carboxylic acid 1-oxide diphenylmethyl ester), aqueous solution, [Cl-].[NH4+] (ammonium chloride). The solvent is ClCCl (dichloromethane), CO (methanol). Product: [N+](=O)([O-])C1=CC=C(COC(=O)C2C(S([C@H]3N2C(C3Br)=O)=O)(C)C)C=C1 (6-bromo-2,2-dimethylpenam-3-carboxylic acid 1-oxide p-nitrobenzyl ester), ( 1b ). Reaction SMILES: [N+:1]([C:4]1[CH:26]=[CH:25][C:7]([CH2:8][O:9][C:10]([CH:12]2[N:16]3[C:17](=[O:21])[C:18](Br)([Br:19])[C@H:15]3[S:14](=[O:22])[C:13]2([CH3:24])[CH3:23])=[O:11])=[CH:6][CH:5]=1)([O-:3])=[O:2].C1(C(OC(C2N3C(=O)C(Br)(Br)[C@H]3S(=O)C2(C)C)=O)C2C=CC=CC=2)C=CC=CC=1.[Cl-].[NH4+].[Bi](Cl)(Cl)Cl.[Al]>ClCCl.CO>[N+:1]([C:4]1[CH:5]=[CH:6][C:7]([CH2:8][O:9][C:10]([CH:12]2[N:16]3[C:17](=[O:21])[CH:18]([Br:19])[C@H:15]3[S:14](=[O:22])[C:13]2([CH3:23])[CH3:24])=[O:11])=[CH:25][CH:26]=1)([O-:3])=[O:2] |f:2.3|. Procedure details: A 82.6 g quantity of 6,6-dibromo-2,2-dimethylpenam-3-carboxylic acid 1-oxide p-nitrobenzyl ester (Compound 4) [compound of the formula (1) wherein X═Y═Br, R=p-nitrobenzyl, n=1] was dissolved in 300 mL of dichloromethane. To the solution was added 115 mL of 20% aqueous solution of ammonium chloride and 36 mL of methanol with stirring. After adding 1.6 g of bismuth chloride and 10 g of aluminum powder at one time, the mixture was reacted at 40° C. for 8 hours. An organic layer was separated and co... Starting materials: BrC1=C(C=CC(=C1)F)C(C)NC(C(F)F)=O (N-(1-(2-bromo-4-fluorophenyl)ethyl)-2,2-difluoroacetamide). The solvent is C1CCOC1 (THF). Reaction conditions: time 1 hour. Yields the product BrC1=C(C=CC(=C1)F)C(C)NCC(F)F (N-(1-(2-Bromo-4-fluorophenyl)ethyl)-2,2-difluoroethanamine). Isolated yield 93.6%. Reaction SMILES: [Br:1][C:2]1[CH:7]=[C:6]([F:8])[CH:5]=[CH:4][C:3]=1[CH:9]([NH:11][C:12](=O)[CH:13]([F:15])[F:14])[CH3:10]>C1COCC1>[Br:1][C:2]1[CH:7]=[C:6]([F:8])[CH:5]=[CH:4][C:3]=1[CH:9]([NH:11][CH2:12][CH:13]([F:15])[F:14])[CH3:10]. Procedure: Add borane-THF complex (10.69 mL, 10.7 mmol) to a solution of N-(1-(2-bromo-4-fluorophenyl)ethyl)-2,2-difluoroacetamide (1.06 g, 3.56 mmol) in THF (3 mL). Reflux the mixture for 17 h. Quench with hydrochloric acid (5 N, 8 mL). Stir the solution for 1 h. Add saturated NaHCO3. Dilute the mixture with DCM, wash with water and aqueous saturated sodium chloride. Separate the organic layer and dry over sodium sulfate. Filter and concentrate in vacuo to give the title compound (0.94 g, 93%). MS (ES) m/... The reactants are Example 1 ( 1 ), C1(=CC=C(C=C1)N1C2=CC=CC=C2C=2C=CC=CC12)C (9-p-tolylcarbazole), C1(=CC=CC=C1)C (toluene), CN(C)C=O (DMF), P(=O)(Cl)(Cl)Cl (phosphorus oxychloride). Reagents/catalysts: [Cl-].[Zn+2].[Cl-] (zinc chloride). The solvent is C1(=CC=CC=C1)C.C(C)(=O)OCC (toluene ethyl acetate). The product is C(=O)C=1C=CC=2N(C3=CC=C(C=C3C2C1)C=O)C1=CC=C(C=C1)C (3,6-diformyl-9-p-tolylcarbazole). Isolated yield 24.1%. As a reaction SMILES: [C:1]1([CH3:20])[CH:6]=[CH:5][C:4]([N:7]2[C:19]3[CH:18]=[CH:17][CH:16]=[CH:15][C:14]=3C3C2=CC=CC=3)=[CH:3][CH:2]=1.CN([CH:24]=[O:25])C.P(Cl)(Cl)(Cl)=[O:27].[C:31]1([CH3:37])[CH:36]=[CH:35][CH:34]=[CH:33][CH:32]=1>[Cl-].[Zn+2].[Cl-].C1(C)C=CC=CC=1.C(OCC)(=O)C>[CH:37]([C:31]1[CH:36]=[CH:35][C:34]2[N:7]([C:4]3[CH:3]=[CH:2][C:1]([CH3:20])=[CH:6][CH:5]=3)[C:19]3[C:14]([C:33]=2[CH:32]=1)=[CH:15][C:16]([CH:24]=[O:25])=[CH:17][CH:18]=3)=[O:27] |f:4.5.6,7.8|. Reported procedure: 50.0 g (0.19 mol) of 9-p-tolylcarbazole (4c), 100.0 g (1.37 mol) of DMF, 51.8 g (0.38 mol) of zinc chloride, 174.8 g (1.14 mol) of phosphorus oxychloride and 500 g of toluene were allowed to react and after treated in the same manner as with Example 1 (1), and treated by silica gel column chromatography (eluent: toluene/ethyl acetate=9/1 by volume) to obtain 16.65 g of crude crystals. These crystals were recrystallized from toluene to obtain 14.33 g of 3,6-diformyl-9-p-tolylcarbazole.